Dataset: the Open Reaction Database (ORD), a public repository of structured organic reaction records. Task: describe an organic reaction: reactants, conditions, products, and yield The reactants are Cl, CC(C)(C)OC(=O)N1CCCC(Nc2ccc([N+](=O)[O-])c(N)n2)C1, C1COCCO1. Product: Cl, Nc1nc(NC2CCCNC2)ccc1[N+](=O)[O-]. RXN SMILES: [ClH:25].[NH2:1][c:2]1[c:3]([N+:22](=[O:23])[O-:24])[cH:4][cH:5][c:6]([NH:8][CH:9]2[CH2:10][N:11]([C:15]([O:16][C:17]([CH3:18])([CH3:19])[CH3:20])=[O:21])[CH2:12][CH2:13][CH2:14]2)[n:7]1.[O:26]1[CH2:27][CH2:28][O:29][CH2:30][CH2:31]1>>[ClH:25].[NH2:1][c:2]1[c:3]([N+:22](=[O:23])[O-:24])[cH:4][cH:5][c:6]([NH:8][CH:9]2[CH2:10][NH:11][CH2:12][CH2:13][CH2:14]2)[n:7]1. Starting materials: ClCC(=O)OC1=CC(=C(C(=O)Cl)C=C1OC(CCl)=O)C (4,5-bis(chloroacetoxy)-2-methylbenzoyl chloride), ice, C1(=CC=CC=C1)C(C1=CC=CC=C1)OC(=O)C=1N2C([C@H]([C@H]2SCC1CSC1=NN2C(=NC(=CC2=O)C)S1)NC(\C(=N/O)\C=1N=C(SC1)NC(C1=CC=CC=C1)(C1=CC=CC=C1)C1=CC=CC=C1)=O)=O ((6R, 7R)-7-[2-(2-triphenylmethylamino-4-thiazolyl)-2-(Z-hydroxyimino)acetamido]-3-[(7-methyl-5-oxo-5H-1,3,4-thiadiazolo[3,2-a]pyrimidin-2-yl)thiomethyl]-8-oxo-5-thia-1-azabicyclo[4.2.0]oct-2-ene-2-carboxylic acid diphenylmethyl ester), C([O-])([O-])=O.[K+].[K+] (potassium carbonate). Solvent: ClCCl (dichloromethane), ClCCl (dichloromethane). Conditions: time 1 hour. The product is C1(=CC=CC=C1)C(C1=CC=CC=C1)OC(=O)C=1N2C([C@H]([C@H]2SCC1CSC1=NN2C(=NC(=CC2=O)C)S1)NC(\C(=N/OC(C1=C(C=C(C(=C1)OC(CCl)=O)OC(CCl)=O)C)=O)\C=1N=C(SC1)NC(C1=CC=CC=C1)(C1=CC=CC=C1)C1=CC=CC=C1)=O)=O ((6R, 7R)-7-[2-(2-triphenylmethylamino-4-thiazolyl)-2-[Z-[4,5-bis(chloroacetoxy)-2-methylbenzoyl]oxyimino]acetamido]-3-[(7-methyl-5-oxo-5H-1,3,4-thiadiazolo[3,2-a]pyrimidin-2-yl)thiomethyl]-8-oxo-5-thia-1-azabicyclo[4.2.0]oct-2-ene-2-carboxylic acid diphenylmethyl ester). The yield is 60.0%. RXN SMILES: [C:1]1([CH:7]([O:14][C:15]([C:17]2[N:18]3[C@H:21]([S:22][CH2:23][C:24]=2[CH2:25][S:26][C:27]2[S:37][C:30]4=[N:31][C:32]([CH3:36])=[CH:33][C:34](=[O:35])[N:29]4[N:28]=2)[C@H:20]([NH:38][C:39](=[O:68])/[C:40](/[C:43]2[N:44]=[C:45]([NH:48][C:49]([C:62]4[CH:67]=[CH:66][CH:65]=[CH:64][CH:63]=4)([C:56]4[CH:61]=[CH:60][CH:59]=[CH:58][CH:57]=4)[C:50]4[CH:55]=[CH:54][CH:53]=[CH:52][CH:51]=4)[S:46][CH:47]=2)=[N:41]\[OH:42])[C:19]3=[O:69])=[O:16])[C:8]2[CH:13]=[CH:12][CH:11]=[CH:10][CH:9]=2)[CH:6]=[CH:5][CH:4]=[CH:3][CH:2]=1.C(=O)([O-])[O-].[K+].[K+].[Cl:76][CH2:77][C:78]([O:80][C:81]1[C:89]([O:90][C:91](=[O:94])[CH2:92][Cl:93])=[CH:88][C:84]([C:85](Cl)=[O:86])=[C:83]([CH3:95])[CH:82]=1)=[O:79]>ClCCl>[C:1]1([CH:7]([O:14][C:15]([C:17]2[N:18]3[C@H:21]([S:22][CH2:23][C:24]=2[CH2:25][S:26][C:27]2[S:37][C:30]4=[N:31][C:32]([CH3:36])=[CH:33][C:34](=[O:35])[N:29]4[N:28]=2)[C@H:20]([NH:38][C:39](=[O:68])/[C:40](/[C:43]2[N:44]=[C:45]([NH:48][C:49]([C:50]4[CH:51]=[CH:52][CH:53]=[CH:54][CH:55]=4)([C:56]4[CH:57]=[CH:58][CH:59]=[CH:60][CH:61]=4)[C:62]4[CH:63]=[CH:64][CH:65]=[CH:66][CH:67]=4)[S:46][CH:47]=2)=[N:41]\[O:42][C:85](=[O:86])[C:84]2[CH:88]=[C:89]([O:90][C:91](=[O:94])[CH2:92][Cl:93])[C:81]([O:80][C:78](=[O:79])[CH2:77][Cl:76])=[CH:82][C:83]=2[CH3:95])[C:19]3=[O:69])=[O:16])[C:8]2[CH:9]=[CH:10][CH:11]=[CH:12][CH:13]=2)[CH:2]=[CH:3][CH:4]=[CH:5][CH:6]=1 |f:1.2.3|. Procedure: To an ice-cooled solution of the product obtained in Step 4 (0.6 g) in dry dichloromethane (15 ml) was added potassium carbonate (0.1 g) at once, followed by dropwise addition of a solution of 4,5-bis(chloroacetoxy)-2-methylbenzoyl chloride (0.25 g) in dry dichloromethane (10 ml). The mixture was stirred under ice cooling for one hour and then at room temperature for an additional two hours. After filtering off the insoluble matters, the filtrate was washed with water and with brine, and dried o... Reactants: Nc1cc(Br)cnc1Cl, C1COCCN1, CN(C)c1ccncc1, O=S(=O)(Cl)Cl, c1ccncc1. Product: O=S(=O)(Nc1cc(Br)cnc1Cl)N1CCOCC1. RXN SMILES: [Br:1][c:2]1[cH:3][c:4]([NH2:9])[c:5]([Cl:8])[n:6][cH:7]1.[CH2:10]1[CH2:11][O:12][CH2:13][CH2:14][NH:15]1.[CH3:21][N:22]([c:23]1[cH:24][cH:25][n:26][cH:27][cH:28]1)[CH3:29].[S:16](=[O:17])(=[O:18])([Cl:19])[Cl:20].[cH:30]1[cH:31][cH:32][n:33][cH:34][cH:35]1>>[Br:1][c:2]1[cH:3][c:4]([NH:9][S:16]([N:15]2[CH2:10][CH2:11][O:12][CH2:13][CH2:14]2)(=[O:17])=[O:18])[c:5]([Cl:8])[n:6][cH:7]1. Reactants: C(C)OC(=O)C1=CC2=C(N=CN=C2O)N1 (4-hydroxy-7H-pyrrolo[2,3-d]pyrimidine-6-carboxylic acid ethyl ester), S(=O)(Cl)Cl (thionyl chloride), C(=O)(O)[O-].[Na+] (NaHCO3). The solvent is CN(C)C=O (DMF). Product: C(C)OC(=O)C1=CC2=C(N=CN=C2Cl)N1 (4-chloro-7H-pyrrolo[2,3-d]pyrimidine-6-carboxylic acid ethyl ester). Yield: 100.0%. RXN SMILES: [CH2:1]([O:3][C:4]([C:6]1[NH:15][C:9]2[N:10]=[CH:11][N:12]=[C:13](O)[C:8]=2[CH:7]=1)=[O:5])[CH3:2].S(Cl)([Cl:18])=O.C([O-])(O)=O.[Na+]>CN(C=O)C>[CH2:1]([O:3][C:4]([C:6]1[NH:15][C:9]2[N:10]=[CH:11][N:12]=[C:13]([Cl:18])[C:8]=2[CH:7]=1)=[O:5])[CH3:2] |f:2.3|. Procedure: To a round bottom flask equipped with a magnetic stir bar was added 4-hydroxy-7H-pyrrolo[2,3-d]pyrimidine-6-carboxylic acid ethyl ester (0.300 g, 1.3 mmol, 1.0 eq.), thionyl chloride (5 ml), and DMF (1 ml). The mixture was refluxed for 4 hour at which time the reaction was poured onto ice and NaHCO3. The aqueous layer was then extracted with ethyl acetate (2×). The organic layer was washed with water and brine, dried (Na2SO4), and concentrated in vacuo to give 4-chloro-7H-pyrrolo[2,3-d]pyrimidin... Starting materials: OC(=O)CCCC[C@@H]1SC[C@@H]2NC(=O)N[C@H]12 (D-biotin), CC(=O)C1=CC=C(C=C1)N (4-aminoacetophenone), CN1CCOCC1 (N-methylmorpholine), ClC(=O)OCC(C)C (isobutyl chloroformate). Run in CN(C)C=O (DMF). Conditions: temperature 0 celsius, time 30 minute. The product is C(C)(=O)C1=CC=CC=C1.OC(=O)CCCC[C@@H]1SC[C@@H]2NC(=O)N[C@H]12 (Biotin para-acetophenone). Isolated yield 60.0%. RXN SMILES: [OH:1][C:2]([CH2:4][CH2:5][CH2:6][CH2:7][C@H:8]1[C@@H:16]2[C@@H:11]([NH:12][C:13]([NH:15]2)=[O:14])[CH2:10][S:9]1)=[O:3].CN1CCOCC1.ClC(OCC(C)C)=O.[CH3:32][C:33]([C:35]1[CH:40]=[CH:39][C:38](N)=[CH:37][CH:36]=1)=[O:34]>CN(C=O)C>[C:33]([C:35]1[CH:40]=[CH:39][CH:38]=[CH:37][CH:36]=1)(=[O:34])[CH3:32].[OH:3][C:2]([CH2:4][CH2:5][CH2:6][CH2:7][C@H:8]1[C@@H:16]2[C@@H:11]([NH:12][C:13]([NH:15]2)=[O:14])[CH2:10][S:9]1)=[O:1] |f:5.6|. Reported procedure: The D-biotin (1 g, 4.1 mmol) is solubilized in 45 ml of anhydrous DMF in the hot state. The mixture is cooled to 0° C. under argon, and then N-methylmorpholine (590 μl, 5.33 mmol) and isobutyl chloroformate (840 μl, 6.60 mmol) are successively added. The mixture is kept stirred for 30 min, and then 4-aminoacetophenone (824 mg, 6.10 mmol) is added. The solution is maintained stirred at 0° C. for 2 h, and then evaporated to dryness. The residue is taken up in 50 ml of water. The precipitate obtain... The reactants are ClC1=C(C=CC2=CC(=CC=C12)C=1OC2=C(C1C(CCCC)=O)C=CC=C2)OCC(=O)OCC (ethyl 2-{[1-chloro-6-(3-pentanoyl-1-benzofuran-2-yl)-2-naphthyl]oxy}acetate), [OH-].[K+] (potassium hydroxide). The solvent is C1CCOC1 (THF), O (water). Yields the product ClC1=C(C=CC2=CC(=CC=C12)C=1OC2=C(C1C(CCCC)=O)C=CC=C2)OCC(=O)O (2-{[1-Chloro-6-(3-pentanoyl-1-benzofuran-2-yl)-2-naphthyl]oxy}acetic acid), solid. RXN SMILES: [Cl:1][C:2]1[C:11]2[C:6](=[CH:7][C:8]([C:12]3[O:13][C:14]4[CH:26]=[CH:25][CH:24]=[CH:23][C:15]=4[C:16]=3[C:17](=[O:22])[CH2:18][CH2:19][CH2:20][CH3:21])=[CH:9][CH:10]=2)[CH:5]=[CH:4][C:3]=1[O:27][CH2:28][C:29]([O:31]CC)=[O:30].[OH-].[K+]>C1COCC1.O>[Cl:1][C:2]1[C:11]2[C:6](=[CH:7][C:8]([C:12]3[O:13][C:14]4[CH:26]=[CH:25][CH:24]=[CH:23][C:15]=4[C:16]=3[C:17](=[O:22])[CH2:18][CH2:19][CH2:20][CH3:21])=[CH:9][CH:10]=2)[CH:5]=[CH:4][C:3]=1[O:27][CH2:28][C:29]([OH:31])=[O:30] |f:1.2|. Reported procedure: Following the procedure described in Step 4 of Example 6, ethyl 2-{[1-chloro-6-(3-pentanoyl-1-benzofuran-2-yl)-2-naphthyl]oxy}acetate (0.477 g, 1.03 mmol) was hydrolyzed with potassium hydroxide (0.175 g, 3.12 mmol) in THF (10 mL) and water (10 mL). The title compound was obtained as a light yellow solid (0.249 g), mp 142-143° C. Mass spectrum (+ESI, [M+H]+) m/z 437. 1HNMR (500 MHz, DMSO-d6): δ13.0-13.5 (br, 1H), 8.5 (s, 1H), 8.25 (d, 1H, J=8.7 Hz), 8.1 (d, 1H, J=9.0 Hz), 8.05 (t, 2H, J=10.3 Hz)... The reactants are C(C1=CC=CC=C1)O\N=C\1/CCC2=CC(=CC=C12)B(O)O ((E)-1-(benzyloxyimino)-2,3-dihydro-1H-inden-5-ylboronic acid), BrC=1C(=NN(C1)C)C1=CC=NC=C1 (4-(4-bromo-1-methyl-1H-pyrazol-3-yl)pyridine). Solvent: C(C)#N (acetonitrile), O (water). The product is C(C1=CC=CC=C1)ON=C1CCC2=CC(=CC=C12)C=1C(=NN(C1)C)C1=CC=NC=C1 (5-(1-methyl-3-(pyridin-4-yl)-1H-pyrazol-4-yl)-2,3-dihydroinden-1-one O-benzyl oxime). Yield: 75.4%. RXN SMILES: [CH2:1]([O:8]/[N:9]=[C:10]1\[CH2:11][CH2:12][C:13]2[C:18]\1=[CH:17][CH:16]=[C:15](B(O)O)[CH:14]=2)[C:2]1[CH:7]=[CH:6][CH:5]=[CH:4][CH:3]=1.Br[C:23]1[C:24]([C:29]2[CH:34]=[CH:33][N:32]=[CH:31][CH:30]=2)=[N:25][N:26]([CH3:28])[CH:27]=1>C(#N)C.O>[CH2:1]([O:8][N:9]=[C:10]1[C:18]2[C:13](=[CH:14][C:15]([C:23]3[C:24]([C:29]4[CH:34]=[CH:33][N:32]=[CH:31][CH:30]=4)=[N:25][N:26]([CH3:28])[CH:27]=3)=[CH:16][CH:17]=2)[CH2:12][CH2:11]1)[C:2]1[CH:7]=[CH:6][CH:5]=[CH:4][CH:3]=1. Procedure details: To (E)-1-(benzyloxyimino)-2,3-dihydro-1H-inden-5-ylboronic acid (3.00 g; Example 2, Step 4) in 32 mL acetonitrile and 8.0 mL water was added 4-(4-bromo-1-methyl-1H-pyrazol-3-yl)pyridine (2.00 g; Example 3, Step 3). The solution was deoxygenated by bubbling nitrogen through the solution for 10 min. To the resulting mixture was added 5.62 g potassium carbonate, 10 mL N,N-dimethylformamide, and 290 mg tetrakis(triphenyphosphine)palladium(0). The mixture was then refluxed for 8 hours (over the cours... Reactants: ClCC(=O)OC (Methyl chloroacetate), CO[Na] (MeONa), N(=C=S)C1=CC=C(C#N)C=C1 (4-isothiocyanato-benzonitrile), 4a, NC#N (NH2CN), Compound 4a. The solvent is CO (methanol), CO (methanol). Run at temperature 55 celsius, time 3 hour. Product: COC(=O)C1=C(N=C(S1)NC1=CC=C(C=C1)C#N)N (4-amino-2-(4-cyano-phenylamino)-thiazole-5-carboxylic acid methyl ester), 4b. The yield is 62.0%. As a reaction SMILES: CO[Na].[N:4]([C:7]1[CH:14]=[CH:13][C:10]([C:11]#[N:12])=[CH:9][CH:8]=1)=[C:5]=[S:6].[NH2:15][C:16]#[N:17].Cl[CH2:19][C:20]([O:22][CH3:23])=[O:21]>CO>[CH3:23][O:22][C:20]([C:19]1[S:6][C:5]([NH:4][C:7]2[CH:14]=[CH:13][C:10]([C:11]#[N:12])=[CH:9][CH:8]=2)=[N:17][C:16]=1[NH2:15])=[O:21]. Reported procedure: A solution of MeONa in methanol (25% by wt., 2.0 mL, 9.36 mmol) was added dropwise to a suspension of 4-isothiocyanato-benzonitrile Compound 4a (1.0 g, 6.24 mmol) and NH2CN (0.289 g, 6.87 mmol) in methanol (25 mL) at 0° C. The mixture was stirred at r.t. until Compound 4a was no longer detected (about 3 hrs). Methyl chloroacetate (0.657 mL, 7.49 mmol) was added at r.t. and the mixture was stirred at 50-60° C. for 3 hrs, then at r.t. overnight. The mixture was evaporated to dryness in vacuo, then... Starting materials: C[C@@H]1CN(C[C@@H](N1)C)C=1C=C(N)C=CC1OC (3-(cis-3,5-Dimethyl-1-piperazinyl)-4-(methyloxy)aniline), CN1CCOCC1 (morpholinomethyl-polystyrene), Argopore-trisamine, N1=C(C=CC=C1)C1=CC=C(S1)S(=O)(=O)Cl (5-(2-Pyridinyl)-2-thiophenesulfonyl chloride). Solvent: ClCCl (dichloromethane). Run at time 18 hour. Product: C[C@@H]1CN(C[C@@H](N1)C)C=1C=C(C=CC1OC)NS(=O)(=O)C=1SC(=CC1)C1=NC=CC=C1 (N-[3-(cis-3,5-Dimethyl-1-piperazinyl)-4-(methyloxy)phenyl]-5-(2-pyridinyl)-2-thiophenesulfonamide). As a reaction SMILES: [CH3:1][C@H:2]1[NH:7][C@@H:6]([CH3:8])[CH2:5][N:4]([C:9]2[CH:10]=[C:11]([CH:13]=[CH:14][C:15]=2[O:16][CH3:17])[NH2:12])[CH2:3]1.CN1CCOCC1.[N:25]1[CH:30]=[CH:29][CH:28]=[CH:27][C:26]=1[C:31]1[S:35][C:34]([S:36](Cl)(=[O:38])=[O:37])=[CH:33][CH:32]=1>ClCCl>[CH3:1][C@H:2]1[NH:7][C@@H:6]([CH3:8])[CH2:5][N:4]([C:9]2[CH:10]=[C:11]([NH:12][S:36]([C:34]3[S:35][C:31]([C:26]4[CH:27]=[CH:28][CH:29]=[CH:30][N:25]=4)=[CH:32][CH:33]=3)(=[O:37])=[O:38])[CH:13]=[CH:14][C:15]=2[O:16][CH3:17])[CH2:3]1. Reported procedure: 3-(cis-3,5-Dimethyl-1-piperazinyl)-4-(methyloxy)aniline (D2) (100 mg, 0.42 mmol) in dichloromethane (10 ml) was stirred with morpholinomethyl-polystyrene HL resin (320 mg, 4 mmol/g loading, 1.28 mmol) at ambient temperature. 5-(2-Pyridinyl)-2-thiophenesulfonyl chloride (110 mg, 0.4 mmol) was added and the mixture stirred for 18 hours. Argopore-trisamine scavenger resin (100 mg, 4 mmol/g loading, 0.4 mmol) was then added and the mixture stirred for a further 30 minutes. The resin was removed by f... Starting materials: [N+](=O)([O-])C1=CC=C(C=O)C=C1 (4-nitrobenzaldehyde), C1(=CC=CC=C1)C (toluene), CC1(OC(=O)CC(=O)O1)C (Meldrum's acid), N1CCCCC1 (piperidine). The solvent is C(C)(=O)O (acetic acid). Reaction conditions: time 5 hour. Product: CC1(OC(C(C(O1)=O)=CC1=CC=C(C=C1)[N+](=O)[O-])=O)C (2,2-dimethyl-5-(4-nitrobenzylidene)-1,3-dioxane-4,6-dione). Isolated yield 69.7%. As a reaction SMILES: [N+:1]([C:4]1[CH:11]=[CH:10][C:7]([CH:8]=O)=[CH:6][CH:5]=1)([O-:3])=[O:2].C1(C)C=CC=CC=1.[CH3:19][C:20]1([CH3:28])[O:27][C:25](=[O:26])[CH2:24][C:22](=[O:23])[O:21]1.N1CCCCC1>C(O)(=O)C>[CH3:19][C:20]1([CH3:28])[O:27][C:25](=[O:26])[C:24](=[CH:8][C:7]2[CH:10]=[CH:11][C:4]([N+:1]([O-:3])=[O:2])=[CH:5][CH:6]=2)[C:22](=[O:23])[O:21]1. Procedure details: To 4-nitrobenzaldehyde (15.1 g) were added a toluene (180 mL) solution, Meldrum's acid (14.4 g), piperidine (300 μL) and acetic acid (300 μL) at room temperature, and the mixture was stirred for 5 hr. Insoluble material was collected by filtration, and the obtained solid was washed with ethyl acetate (80 mL). The resulting precipitate was collected by filtration to give the title compound (19.3 g) as a pale-yellow solid.